This data is from the Open Reaction Database (ORD), a public repository of structured organic reaction records. The task is: describe an organic reaction: reactants, conditions, products, and yield Starting materials: FC(C=1C=C(C=C(C1)C(F)(F)F)C(C(=O)N(C)C=1C=NC(=CC1C1=C(C=CC=C1)C(O[SiH2]C(C)(C)C)(C)C)N1C[C@@H](N(CC1)S(=O)(=O)C)C)(C)C)(F)F (2-(3,5-bis-trifluoromethyl-phenyl)-N-[4-[2-(tert-butyl-dimethyl-silanyloxymethyl)-phenyl]-6-((S)-4-methanesulfonyl-3-methyl-piperazin-1-yl)-pyridin-3-yl]-N-methyl-isobutyramide), solution, Cl (hydrochloric acid). The solvent is CO (methanol). The product is FC(C=1C=C(C=C(C1)C(F)(F)F)C(C(=O)N(C)C=1C=NC(=CC1C1=C(C=CC=C1)CO)N1C[C@@H](N(CC1)S(=O)(=O)C)C)(C)C)(F)F ((S)-2-(3,5-Bis-trifluoromethyl-phenyl)-N-[4-(2-hydroxymethyl-phenyl)-6-(-4-methanesulfonyl-3-methyl-piperazin-1-yl)-pyridin-3-yl]-N-methyl-isobutyramide). Reaction SMILES: [F:1][C:2]([F:53])([F:52])[C:3]1[CH:4]=[C:5]([C:13]([CH3:51])([CH3:50])[C:14]([N:16]([C:18]2[CH:19]=[N:20][C:21]([N:39]3[CH2:44][CH2:43][N:42]([S:45]([CH3:48])(=[O:47])=[O:46])[C@@H:41]([CH3:49])[CH2:40]3)=[CH:22][C:23]=2[C:24]2[CH:29]=[CH:28][CH:27]=[CH:26][C:25]=2[C:30](C)(C)[O:31][SiH2]C(C)(C)C)[CH3:17])=[O:15])[CH:6]=[C:7]([C:9]([F:12])([F:11])[F:10])[CH:8]=1.Cl>CO>[F:12][C:9]([F:10])([F:11])[C:7]1[CH:6]=[C:5]([C:13]([CH3:50])([CH3:51])[C:14]([N:16]([C:18]2[CH:19]=[N:20][C:21]([N:39]3[CH2:44][CH2:43][N:42]([S:45]([CH3:48])(=[O:47])=[O:46])[C@@H:41]([CH3:49])[CH2:40]3)=[CH:22][C:23]=2[C:24]2[CH:29]=[CH:28][CH:27]=[CH:26][C:25]=2[CH2:30][OH:31])[CH3:17])=[O:15])[CH:4]=[C:3]([C:2]([F:1])([F:52])[F:53])[CH:8]=1. Procedure: A solution of 73 mg (0.093 mmol) 2-(3,5-bis-trifluoromethyl-phenyl)-N-[4-[2-(tert-butyl-dimethyl-silanyloxymethyl)-phenyl]-6-((S)-4-methanesulfonyl-3-methyl-piperazin-1-yl)-pyridin-3-yl]-N-methyl-isobutyramide in 5 ml of a 1 M solution of hydrochloric acid in methanol was stirred at room temperature. Conversion was monitored by thin layer chromatography. After complete consumption of the starting material the reaction mixture was diluted with a 1 M aqueous solution of sodium hydroxide and extrac...